Task: describe an organic reaction: reactants, conditions, products, and yield. Dataset: the Open Reaction Database (ORD), a public repository of structured organic reaction records The reactants are Cc1cc(C#N)sc1C(=O)NCc1ccccc1, CCO, NN, O. Yields the product Cc1cc(C(=N)NN)sc1C(=O)NCc1ccccc1. RXN SMILES: [CH2:1]([c:2]1[cH:3][cH:4][cH:5][cH:6][cH:7]1)[NH:8][C:9](=[O:10])[c:11]1[s:12][c:13]([C:17]#[N:18])[cH:14][c:15]1[CH3:16].[CH3:22][CH2:23][OH:24].[NH2:20][NH2:21].[OH2:19]>>[CH2:1]([c:2]1[cH:3][cH:4][cH:5][cH:6][cH:7]1)[NH:8][C:9](=[O:10])[c:11]1[s:12][c:13]([C:17](=[NH:18])[NH:20][NH2:21])[cH:14][c:15]1[CH3:16].